From a dataset of the Open Reaction Database (ORD), a public repository of structured organic reaction records. describe an organic reaction: reactants, conditions, products, and yield The reactants are CSC(=NCCSCc1[nH]cnc1C)NC#N, CCC#N, CC#CCN, CCOC(C)=O, N=C(N)S. Yields the product CC#CCN=C(NC#N)NCCSCc1[nH]cnc1C. As a reaction SMILES: [C:1](#[N:2])[NH:3][C:4]([S:5][CH3:6])=[N:7][CH2:8][CH2:9][S:10][CH2:11][c:12]1[c:13]([CH3:17])[n:14][cH:15][nH:16]1.[C:23](#[N:24])[CH2:25][CH3:26].[CH2:18]([C:19]#[C:20][CH3:21])[NH2:22].[CH3:31][CH2:32][O:33][C:34](=[O:35])[CH3:36].[NH2:27][C:28](=[NH:29])[SH:30]>>[C:1](#[N:2])[NH:3][C:4]([NH:7][CH2:8][CH2:9][S:10][CH2:11][c:12]1[c:13]([CH3:17])[n:14][cH:15][nH:16]1)=[N:22][CH2:18][C:19]#[C:20][CH3:21].